From a dataset of the Open Reaction Database (ORD), a public repository of structured organic reaction records. describe an organic reaction: reactants, conditions, products, and yield Reactants: C(C1=CC=CC=C1)N1CC(CC1)N (1-benzyl-3-aminopyrrolidine), C(C=C)#N (acrylonitrile). Run in CO (methanol). Conditions: temperature 70 celsius. Product: C(C1=CC=CC=C1)N1CC(CC1)NCCC#N (1-benzyl-3-[N-(2-cyanoethyl)amino]pyrrolidine). Yield: 88.5%. As a reaction SMILES: [CH2:1]([N:8]1[CH2:12][CH2:11][CH:10]([NH2:13])[CH2:9]1)[C:2]1[CH:7]=[CH:6][CH:5]=[CH:4][CH:3]=1.[C:14](#[N:17])[CH:15]=[CH2:16]>CO>[CH2:1]([N:8]1[CH2:12][CH2:11][CH:10]([NH:13][CH2:16][CH2:15][C:14]#[N:17])[CH2:9]1)[C:2]1[CH:3]=[CH:4][CH:5]=[CH:6][CH:7]=1. Procedure details: 4.00 g (22.7 mmol) of 1-benzyl-3-aminopyrrolidine was dissolved in 70 ml of methanol, 1.49 ml (22.7 mmol) of acrylonitrile was added thereto, and the mixture was heated to 70° C. After completion of the reaction, the reaction solution was evaporated, and the resulting crude product was subjected to 100 g of Cromatorex NH silica gel (ethyl acetate 100%), to give 4.60 g (20.1 mmol, 88.4%) of the title compound as a yellow oil. As a reaction SMILES: [C:16]([c:17]1[cH:18][cH:19][cH:20][cH:21][cH:22]1)(=[O:23])[O:24][c:25]1[cH:26][cH:27][c:28]([OH:31])[cH:29][cH:30]1.[Cl:1][c:2]1[n:3][cH:4][n:5][c:6]2[cH:7][c:8]([O:14][CH3:15])[c:9]([O:12][CH3:13])[cH:10][c:11]12.[Cl:37][c:38]1[cH:39][cH:40][cH:41][cH:42][cH:43]1.[Na+:32].[OH:33][C:34](=[O:35])[O-:36]>>[c:2]1([O:31][c:28]2[cH:27][cH:26][c:25]([O:24][C:16]([c:17]3[cH:18][cH:19][cH:20][cH:21][cH:22]3)=[O:23])[cH:30][cH:29]2)[n:3][cH:4][n:5][c:6]2[cH:7][c:8]([O:14][CH3:15])[c:9]([O:12][CH3:13])[cH:10][c:11]12. Product: COc1cc2ncnc(Oc3ccc(OC(=O)c4ccccc4)cc3)c2cc1OC. Starting materials: O=C(Oc1ccc(O)cc1)c1ccccc1, COc1cc2ncnc(Cl)c2cc1OC, Clc1ccccc1, [Na+], O=C([O-])O. Reactants: O=C1N(CC2=C(C[C@H]1CC(=O)OC)C=CC(=C2)OCCCNC2=NC=CC=C2)CC(F)(F)F (methyl (S)-3-oxo-8-[3-(pyridin-2-ylamino)-1-propyloxy]-2-(2,2,2-trifluoroethyl)-2,3,4,5-tetrahydro-1H-2-benzazepine-4-acetate), [OH-].[Na+] (NaOH), Cl (HCl). The solvent is O1CCOCC1 (dioxane). Reaction conditions: time 2 hour. Product: O=C1N(CC2=C(C[C@H]1CC(=O)O)C=CC(=C2)OCCCNC2=NC=CC=C2)CC(F)(F)F ((S)-3-Oxo-8-[3-(pyridin-2-ylamino)-1-propyloxy]-2-(2,2,2-trifluoroethyl)-2,3,4,5-tetrahydro-1H-2-benzazepine-4-acetic acid). The yield is 86.4%. RXN SMILES: [O:1]=[C:2]1[C@H:8]([CH2:9][C:10]([O:12]C)=[O:11])[CH2:7][C:6]2[CH:14]=[CH:15][C:16]([O:18][CH2:19][CH2:20][CH2:21][NH:22][C:23]3[CH:28]=[CH:27][CH:26]=[CH:25][N:24]=3)=[CH:17][C:5]=2[CH2:4][N:3]1[CH2:29][C:30]([F:33])([F:32])[F:31].[OH-].[Na+].Cl>O1CCOCC1>[O:1]=[C:2]1[C@H:8]([CH2:9][C:10]([OH:12])=[O:11])[CH2:7][C:6]2[CH:14]=[CH:15][C:16]([O:18][CH2:19][CH2:20][CH2:21][NH:22][C:23]3[CH:28]=[CH:27][CH:26]=[CH:25][N:24]=3)=[CH:17][C:5]=2[CH2:4][N:3]1[CH2:29][C:30]([F:33])([F:31])[F:32] |f:1.2|. Procedure details: To a stirred solution of methyl (S)-3-oxo-8-[3-(pyridin-2-ylamino)-1-propyloxy]-2-(2,2,2-trifluoroethyl)-2,3,4,5-tetrahydro-1H-2-benzazepine-4-acetate (19.50 g, 42 mmol) in dioxane (150 mL) was added aqueous 1 N NaOH (75 mL, 75 mmol). The cloudy reaction was stirred at RT for 2 h, then the resulting homogeneous solution was neutralized with aqueous 1 N HCl (75 mL, 75 mmol). The solution was concentrated to near dryness by rotary evaporation to precipitate out the product. The supernatant was dec... Starting materials: ice, C(#N)C=1C=C(C=CC1)N1CCNCC1 (1-(3-Cyanophenyl)piperazine), S(O)(O)(=O)=O (sulfuric acid), N (ammonia). Run at time 2 day. Product: C(N)(=O)C=1C=C(C=CC1)N1CCNCC1 (1-(3-Carbamoylphenyl)piperazine). The yield is 58.0%. RXN SMILES: [C:1]([C:3]1[CH:4]=[C:5]([N:9]2[CH2:14][CH2:13][NH:12][CH2:11][CH2:10]2)[CH:6]=[CH:7][CH:8]=1)#[N:2].N.S(=O)(=O)(O)[OH:17]>>[C:1]([C:3]1[CH:4]=[C:5]([N:9]2[CH2:14][CH2:13][NH:12][CH2:11][CH2:10]2)[CH:6]=[CH:7][CH:8]=1)(=[O:17])[NH2:2]. Procedure details: 1-(3-Cyanophenyl)piperazine (1.6 g, 8.3 mmol) was dissolved in 90% sulfuric acid aqueous solution (17 ml) and stirred at a room temperature for 2 days. The reaction solution was slowly added drbpwise to a mixture consisting of ice (65 g) and 28% aqueous ammonia (65 ml), and the reaction product was extracted with chloroform. The resulting extract was washed with saturated brine and dried with sodium sulfate, and then the solvent was evaporated under a reduced pressure to obtain 990 mg of the tit... The reactants are CCOC(=O)C(=NOC)C(=O)CBr, COc1cccc([S-])c1, CCO, CCOC(C)=O, [Na+]. The product is CCOC(=O)C(=NOC)C(=O)CSc1cccc(OC)c1. Reaction SMILES: [CH3:11][O:12][N:13]=[C:14]([C:15](=[O:16])[O:17][CH2:18][CH3:19])[C:20]([CH2:21][Br:22])=[O:23].[CH3:1][O:2][c:3]1[cH:4][c:5]([S-:6])[cH:7][cH:8][cH:9]1.[CH3:24][CH2:25][OH:26].[CH3:27][CH2:28][O:29][C:30](=[O:31])[CH3:32].[Na+:10]>>[CH3:1][O:2][c:3]1[cH:4][c:5]([S:6][CH2:21][C:20]([C:14](=[N:13][O:12][CH3:11])[C:15](=[O:16])[O:17][CH2:18][CH3:19])=[O:23])[cH:7][cH:8][cH:9]1. Starting materials: CC(C(O[SiH](C)C)C(=O)O)C(C)(C)C, ClCCl, C(=NC1CCCCC1)=NC1CCCCC1, Sc1ccccc1. Product: CC(C(O[SiH](C)C)C(=O)OSc1ccccc1)C(C)(C)C. RXN SMILES: [C:1]([CH3:2])([CH3:3])([CH3:4])[CH:5]([CH:6]([C:7](=[O:8])[OH:9])[O:10][SiH:11]([CH3:12])[CH3:13])[CH3:14].[CH2:37]([Cl:38])[Cl:39].[CH:22]1([N:23]=[C:24]=[N:25][CH:26]2[CH2:27][CH2:28][CH2:29][CH2:30][CH2:31]2)[CH2:32][CH2:33][CH2:34][CH2:35][CH2:36]1.[SH:15][c:16]1[cH:17][cH:18][cH:19][cH:20][cH:21]1>>[C:1]([CH3:2])([CH3:3])([CH3:4])[CH:5]([CH:6]([C:7]([O:8][S:15][c:16]1[cH:17][cH:18][cH:19][cH:20][cH:21]1)=[O:9])[O:10][SiH:11]([CH3:12])[CH3:13])[CH3:14].